From a dataset of the Open Reaction Database (ORD), a public repository of structured organic reaction records. describe an organic reaction: reactants, conditions, products, and yield The reactants are OC(CNCCNCCN)CCCCCCCCCCCCCC (N-(2-hydroxy)hexadecyldiethylenetriamine), C(=O)C(C(=O)OCC)C (ethyl 2-formylpropionate). The product is OC(CNCCN1CCN=CC(C1=O)C)CCCCCCCCCCCCCC (4-(2-hydroxyhexadecyl)aminoethyl-6-methyl-3,6-dihydro-2H-1,4-diazepin-5-one). RXN SMILES: [OH:1][CH:2]([CH2:11][CH2:12][CH2:13][CH2:14][CH2:15][CH2:16][CH2:17][CH2:18][CH2:19][CH2:20][CH2:21][CH2:22][CH2:23][CH3:24])[CH2:3][NH:4][CH2:5][CH2:6][NH:7][CH2:8][CH2:9][NH2:10].[CH:25]([CH:27]([CH3:33])[C:28](OCC)=O)=[O:26]>>[OH:1][CH:2]([CH2:11][CH2:12][CH2:13][CH2:14][CH2:15][CH2:16][CH2:17][CH2:18][CH2:19][CH2:20][CH2:21][CH2:22][CH2:23][CH3:24])[CH2:3][NH:4][CH2:5][CH2:6][N:7]1[C:25](=[O:26])[CH:27]([CH3:33])[CH:28]=[N:10][CH2:9][CH2:8]1. Reported procedure: Into an apparatus similar to that in Example 1, were charged 339.5 g (1 mole) of N-(2-hydroxy)hexadecyldiethylenetriamine and 130.1 g of ethyl 2-formylpropionate. At 140° to 150° C., 18 g of water and 46 g of ethanol were distilled off to obtain 4-(2-hydroxyhexadecyl)aminoethyl-6-methyl-3,6-dihydro-2H-1,4-diazepin-5-one. Starting materials: N1=C(C=NC2=CC=CC=C12)C=1C=C(C=CC1)N ((3-quinoxalin-2-ylphenyl)amine), S(N)(=O)(=O)CCC(=O)O (3-sulfamoylpropanoic acid), C(CCl)Cl (EDC), C1=CC=C2C(=C1)N=NN2O.O (HOBt hydrate). Solvent: CN(C)C=O (DMF). Conditions: time 24 hour. Product: NS(=O)(=O)CCC(=O)NC1=CC(=CC=C1)C1=NC2=CC=CC=C2N=C1 (3-(aminosulfonyl)-N-[3-(2-quinoxalinyl)phenyl]propanamide). Isolated yield 33.5%. Reaction SMILES: [N:1]1[C:10]2[C:5](=[CH:6][CH:7]=[CH:8][CH:9]=2)[N:4]=[CH:3][C:2]=1[C:11]1[CH:12]=[C:13]([NH2:17])[CH:14]=[CH:15][CH:16]=1.[S:18]([CH2:22][CH2:23][C:24](O)=[O:25])(=[O:21])(=[O:20])[NH2:19].C(Cl)CCl.C1C=C2N=NN(O)C2=CC=1.O>CN(C=O)C>[NH2:19][S:18]([CH2:22][CH2:23][C:24]([NH:17][C:13]1[CH:14]=[CH:15][CH:16]=[C:11]([C:2]2[CH:3]=[N:4][C:5]3[C:10](=[CH:9][CH:8]=[CH:7][CH:6]=3)[N:1]=2)[CH:12]=1)=[O:25])(=[O:21])=[O:20] |f:3.4|. Procedure details: To a solution of (3-quinoxalin-2-ylphenyl)amine (120 mg, 0.545 mol) and 3-sulfamoylpropanoic acid (100 mg, 0.654 mmol) in dry DMF (3 mL), EDC (115 mg, 0.6 mmol) and HOBt hydrate (92 mg, 0.6 mmol) were added and the reaction mixture stirred at room temperature for 24 hrs. The solvent was evaporated in vacuo (45° C., 0.1 mbar) and the residue was triturated with DCM (10 mL) and filtered. The solid was triturated with hot acetonitrile, filtered hot and dried to afford 3-(aminosulfonyl)-N-[3-(2-quin... Starting materials: C(C=C)OC1=CC=C(C=C1)CCC(=O)O (4-(2-Propenyloxy)benzenepropanoic acid), O=[O+][O-] (ozone). The product is O=CCOC1=CC=C(C=C1)CCC(=O)O (4-(2-oxoethoxy)benzenepropanoic acid). The yield is 82.0%. Reaction SMILES: [CH2:1]([O:4][C:5]1[CH:10]=[CH:9][C:8]([CH2:11][CH2:12][C:13]([OH:15])=[O:14])=[CH:7][CH:6]=1)[CH:2]=C.[O:16]=[O+][O-]>>[O:16]=[CH:2][CH2:1][O:4][C:5]1[CH:10]=[CH:9][C:8]([CH2:11][CH2:12][C:13]([OH:15])=[O:14])=[CH:7][CH:6]=1. Procedure details: 4-(2-Propenyloxy)benzenepropanoic acid (120 mg, 0.58 mmol) is treated with ozone by the procedure described in Example 2 to give 100 mg (82%) of 4-(2-oxoethoxy)benzenepropanoic acid as a white powder: m.p. 95°-100°; the 1H NMR (300 MHz, CDCl3) is consistent with the desired product; IR (KBr) 3400, 1740, 1720, 1610 cm-1 ; MS (CI low res) m/e 207, 191, 179, 165, 149. The reactants are CS(C)=O, O=C(Cl)C(=O)Cl, ClCCl, OCCOc1cccc(C(F)(F)F)c1, O. Yields the product O=CCOc1cccc(C(F)(F)F)c1. Reaction SMILES: [CH3:7][S:8](=[O:9])[CH3:10].[Cl:1][C:2]([C:3]([Cl:4])=[O:5])=[O:6].[Cl:26][CH2:27][Cl:28].[F:11][C:12]([c:13]1[cH:14][c:15]([O:16][CH2:17][CH2:18][OH:19])[cH:20][cH:21][cH:22]1)([F:23])[F:24].[OH2:25]>>[F:11][C:12]([c:13]1[cH:14][c:15]([O:16][CH2:17][CH:18]=[O:19])[cH:20][cH:21][cH:22]1)([F:23])[F:24]. Starting materials: CCOC(Cc1ccc(OCc2nc(-c3ccc(F)c(C)c3)oc2C)cc1CC)C(=O)OC, [Li+], [OH-]. Yields the product CCOC(Cc1ccc(OCc2nc(-c3ccc(F)c(C)c3)oc2C)cc1CC)C(=O)O. Reaction SMILES: [CH3:1][O:2][C:3]([CH:4]([CH2:5][c:6]1[c:7]([CH2:28][CH3:29])[cH:8][c:9]([O:12][CH2:13][c:14]2[n:15][c:16](-[c:20]3[cH:21][c:22]([CH3:27])[c:23]([F:26])[cH:24][cH:25]3)[o:17][c:18]2[CH3:19])[cH:10][cH:11]1)[O:30][CH2:31][CH3:32])=[O:33].[Li+:35].[OH-:34]>>[O:2]=[C:3]([CH:4]([CH2:5][c:6]1[c:7]([CH2:28][CH3:29])[cH:8][c:9]([O:12][CH2:13][c:14]2[n:15][c:16](-[c:20]3[cH:21][c:22]([CH3:27])[c:23]([F:26])[cH:24][cH:25]3)[o:17][c:18]2[CH3:19])[cH:10][cH:11]1)[O:30][CH2:31][CH3:32])[OH:33]. Reactants: CCOC(=N)CS(=O)(=O)c1ccccc1, Cc1ccc(C(=O)NN)s1, ClC(Cl)Cl. Product: Cc1ccc(C(=O)NN=C(N)CS(=O)(=O)c2ccccc2)s1. As a reaction SMILES: [CH2:1]([O:2][C:4]([CH2:5][S:6](=[O:7])(=[O:8])[c:9]1[cH:10][cH:11][cH:12][cH:13][cH:14]1)=[NH:15])[CH3:3].[CH3:16][c:17]1[cH:18][cH:19][c:20]([C:22](=[O:23])[NH:24][NH2:25])[s:21]1.[CH:26]([Cl:27])([Cl:28])[Cl:29]>>[C:4]([CH2:5][S:6](=[O:7])(=[O:8])[c:9]1[cH:10][cH:11][cH:12][cH:13][cH:14]1)([NH2:15])=[N:25][NH:24][C:22]([c:20]1[cH:19][cH:18][c:17]([CH3:16])[s:21]1)=[O:23]. Reactants: COC(=O)C=1SC(=CC1)C(CC=C)(COC1=CC(=C(C(=C1)C)C1=CC=C(C=C1)C(F)(F)F)C)CC=C (5-[1-allyl-1-(2,6-dimethyl-4′-trifluoromethyl-biphenyl-4-yloxymethyl)-but-3-enyl]-thiophene-2-carboxylic acid methyl ester). The reagents and catalysts are CC1=CC(=C(C(=C1)C)N2CCN(C2=[Ru](=CC3=CC=CC=C3)(Cl)Cl)C4=C(C=C(C=C4C)C)C)C.C1CCC(CC1)P(C2CCCCC2)C3CCCCC3 ([1,3-bis-(2,4,6-trimethylphenyl)-2-imidazolidinylidene)dichloro(phenylmethylene)-(tricyclohexylphosphine)ruthenium). Solvent: C(Cl)Cl (CH2Cl2). Yields the product COC(=O)C=1SC(=CC1)C1(CC=CC1)COC1=CC(=C(C(=C1)C)C1=CC=C(C=C1)C(F)(F)F)C (5-[1-(2,6-dimethyl-4′-trifluoromethyl-biphenyl-4-yloxymethyl)-cyclopent-3-enyl]-thiophene-2-carboxylic acid methyl ester). Yield: 87.0%. As a reaction SMILES: [CH3:1][O:2][C:3]([C:5]1[S:6][C:7]([C:10]([CH2:34]C=C)([CH2:14][O:15][C:16]2[CH:21]=[C:20]([CH3:22])[C:19]([C:23]3[CH:28]=[CH:27][C:26]([C:29]([F:32])([F:31])[F:30])=[CH:25][CH:24]=3)=[C:18]([CH3:33])[CH:17]=2)[CH2:11][CH:12]=[CH2:13])=[CH:8][CH:9]=1)=[O:4]>C(Cl)Cl.CC1C=C(C)C(N2C(=[Ru](Cl)(Cl)=CC3C=CC=CC=3)N(C3C(C)=CC(C)=CC=3C)CC2)=C(C)C=1.C1CCC(P(C2CCCCC2)C2CCCCC2)CC1>[CH3:1][O:2][C:3]([C:5]1[S:6][C:7]([C:10]2([CH2:14][O:15][C:16]3[CH:17]=[C:18]([CH3:33])[C:19]([C:23]4[CH:28]=[CH:27][C:26]([C:29]([F:32])([F:31])[F:30])=[CH:25][CH:24]=4)=[C:20]([CH3:22])[CH:21]=3)[CH2:34][CH:13]=[CH:12][CH2:11]2)=[CH:8][CH:9]=1)=[O:4] |f:2.3|. Reported procedure: A solution of 5-[1-allyl-1-(2,6-dimethyl-4′-trifluoromethyl-biphenyl-4-yloxymethyl)-but-3-enyl]-thiophene-2-carboxylic acid methyl ester (0.292 g, 0.567 mmol) in CH2Cl2 (270 mL) is treated with [1,3-bis-(2,4,6-trimethylphenyl)-2-imidazolidinylidene)dichloro(phenylmethylene)-(tricyclohexylphosphine)ruthenium] (0.0528 g, 0.0622 mmol) for 4 h and concentrated. The residue is loaded onto silica gel and eluted using hexanes with an ethyl acetate gradient from 0% to 40% to afford 5-[1-(2,6-dimethyl-4′... The reactants are C12C(CC(C=C1)C2)(CO)CO (5-norbornene-2,2-dimethanol), [H][H] (hydrogen). The reagents and catalysts are [Pd] (Pd—C). Run in C(C)O (ethanol). Run at time 6 hour. Product: C12C(CC(CC1)C2)(CO)CO (2,2-norbornanedimethanol). Isolated yield 92.7%. Reaction SMILES: [CH:1]12[CH2:7][CH:4]([CH:5]=[CH:6]1)[CH2:3][C:2]2([CH2:10][OH:11])[CH2:8][OH:9].[H][H]>C(O)C.[Pd]>[CH:1]12[CH2:7][CH:4]([CH2:5][CH2:6]1)[CH2:3][C:2]2([CH2:8][OH:9])[CH2:10][OH:11]. Procedure details: 138.18 g of 5-norbornene-2,2-dimethanol (commercially available from Tokyo Kasei Industry Co., Ltd.) was dissolved in 481.63 g of ethanol, and 6.92 g of 5% Pd—C was added, then a hydrogen balloon was attached and the mixture was stirred for 6 hours. The Pd—C was filtered off, then the reaction solution was concentrated and dried to thereby obtain 129.83 g of 2,2-norbornanedimethanol (purity by gas chromatography: 99.1%, yield: 92.9%). Product: C(C)(=O)NC1=C2C(N(C(C2=CC=C1)=O)C(CC(=O)N(C)C)C1=CC(=C(C=C1)OC(F)F)OC(F)F)=O (3-(4-acetylamino-1,3-dioxo-1,3-dihydro-isoindol-2-yl)-3-(3,4-bis-difluoromethoxy-phenyl)-N,N-dimethyl-propionamide). Reported procedure: To a solution of 3-(4-acetylamino-1 ,3-dioxo-1,3-dihydro-isoindol-2-yl)-3-(3,4-bis-difluoromethoxy-phenyl)-propionic acid (350 mg, 0.72 mmol) in tetrahydrofurane was added carbonyldiimidazole (175 mg, 1.08 mmol) at room temperature. The solution was stirred for 2 hours at room temperature. To the mixture was added dimethylamine in THF (0.73 ml, 1.45 mmol). The resulted mixture was stirred at room temperature for 2 hours. Water (5 ml) was added to the reaction mixture. THF was removed in vacuo an... Reactants: C(C)(=O)NC1=C2C(N(C(C2=CC=C1)=O)C(CC(=O)O)C1=CC(=C(C=C1)OC(F)F)OC(F)F)=O (3-(4-acetylamino-1 ,3-dioxo-1,3-dihydro-isoindol-2-yl)-3-(3,4-bis-difluoromethoxy-phenyl)-propionic acid), C(=O)(N1C=NC=C1)N1C=NC=C1 (carbonyldiimidazole), CNC (dimethylamine), O (Water). As a reaction SMILES: [C:1]([NH:4][C:5]1[CH:13]=[CH:12][CH:11]=[C:10]2[C:6]=1[C:7](=[O:34])[N:8]([CH:15]([C:20]1[CH:25]=[CH:24][C:23]([O:26][CH:27]([F:29])[F:28])=[C:22]([O:30][CH:31]([F:33])[F:32])[CH:21]=1)[CH2:16][C:17](O)=[O:18])[C:9]2=[O:14])(=[O:3])[CH3:2].[C:35](N1C=CN=C1)([N:37]1C=CN=[CH:38]1)=O.CNC.O>O1CCCC1>[C:1]([NH:4][C:5]1[CH:13]=[CH:12][CH:11]=[C:10]2[C:6]=1[C:7](=[O:34])[N:8]([CH:15]([C:20]1[CH:25]=[CH:24][C:23]([O:26][CH:27]([F:29])[F:28])=[C:22]([O:30][CH:31]([F:32])[F:33])[CH:21]=1)[CH2:16][C:17]([N:37]([CH3:38])[CH3:35])=[O:18])[C:9]2=[O:14])(=[O:3])[CH3:2]. Run at time 2 hour. Solvent: O1CCCC1 (tetrahydrofurane), C1CCOC1 (THF). Isolated yield 54.3%. Starting materials: BrC=1C=C(C(=O)O)C=C(C1OC1=CC(=C(C=C1)OC)C(C)C)Br (3,5-Dibromo-4-(4-methoxy-3-isopropylphenoxy)benzoic acid), [N+](=O)([O-])C=1C=C(C=CC1)S(=O)(=O)N (3-nitrobenzenesulphonamide). The product is BrC=1C=C(C(=O)C2=C(C=CC=C2[N+](=O)[O-])S(=O)(=O)N)C=C(C1OC1=CC(=C(C=C1)O)C(C)C)Br (3,5-Dibromo-4-(4-hydroxy-3-isopropylphenoxy)benzoyl-3-nitrobenzenesulphonamide). Isolated yield 32.6%. RXN SMILES: [Br:1][C:2]1[CH:3]=[C:4]([CH:8]=[C:9]([Br:23])[C:10]=1[O:11][C:12]1[CH:17]=[CH:16][C:15]([O:18]C)=[C:14]([CH:20]([CH3:22])[CH3:21])[CH:13]=1)[C:5]([OH:7])=O.[N+:24]([C:27]1[CH:28]=[C:29]([S:33]([NH2:36])(=[O:35])=[O:34])[CH:30]=[CH:31][CH:32]=1)([O-:26])=[O:25]>>[Br:23][C:9]1[CH:8]=[C:4]([CH:3]=[C:2]([Br:1])[C:10]=1[O:11][C:12]1[CH:17]=[CH:16][C:15]([OH:18])=[C:14]([CH:20]([CH3:22])[CH3:21])[CH:13]=1)[C:5]([C:28]1[C:27]([N+:24]([O-:26])=[O:25])=[CH:32][CH:31]=[CH:30][C:29]=1[S:33]([NH2:36])(=[O:34])=[O:35])=[O:7]. Procedure: 3,5-Dibromo-4-(4-methoxy-3-isopropylphenoxy)benzoic acid (0.035 mmol) was coupled with 3-nitrobenzenesulphonamide (0.175 mmol) using the method described in Example 58. Purification on HPLC of the residue gave 7 mg (33%) of the title compound.